This data is from the Open Reaction Database (ORD), a public repository of structured organic reaction records. The task is: describe an organic reaction: reactants, conditions, products, and yield Reactants: O (water), [BH4-].[Na+] (Sodium borohydride), FC1=CC=C(C=C1)C(CN1CCC(CC1)N1CCCC2=CC=C(C=C12)OC)=O (1-{1-[2-(4-fluorophenyl)-2-oxoethyl]piperidin-4-yl}-7-methoxy-1,2,3,4-tetrahydroquinoline), resultant mixture. The solvent is CO (methanol). Conditions: time 1 hour. Yields the product FC1=CC=C(C=C1)C(CN1CCC(CC1)N1CCCC2=CC=C(C=C12)OC)O (1-{1-[2-(4-fluorophenyl)-2-hydroxyethyl]piperidin-4-yl}-7-methoxy-1,2,3,4-tetrahydroquinoline). RXN SMILES: [BH4-].[Na+].[F:3][C:4]1[CH:9]=[CH:8][C:7]([C:10](=[O:30])[CH2:11][N:12]2[CH2:17][CH2:16][CH:15]([N:18]3[C:27]4[C:22](=[CH:23][CH:24]=[C:25]([O:28][CH3:29])[CH:26]=4)[CH2:21][CH2:20][CH2:19]3)[CH2:14][CH2:13]2)=[CH:6][CH:5]=1.O>CO>[F:3][C:4]1[CH:9]=[CH:8][C:7]([CH:10]([OH:30])[CH2:11][N:12]2[CH2:13][CH2:14][CH:15]([N:18]3[C:27]4[C:22](=[CH:23][CH:24]=[C:25]([O:28][CH3:29])[CH:26]=4)[CH2:21][CH2:20][CH2:19]3)[CH2:16][CH2:17]2)=[CH:6][CH:5]=1 |f:0.1|. Procedure: Sodium borohydride (73 mg) was added at 0° C. to a solution of 1-{1-[2-(4-fluorophenyl)-2-oxoethyl]piperidin-4-yl}-7-methoxy-1,2,3,4-tetrahydroquinoline (400 mg) in methanol (10 ml). The resultant mixture was stirred at the same temperature for 1 hr and then at room temperature for 1 hr. After the completion of the reaction, water was added to the reaction solution followed by extraction with ethyl acetate. The resulting residue was purified by column chromatography (hexane/ethyl acetate system)... Reaction SMILES: [CH2:1]([CH3:2])[CH:3]([CH2:4][CH3:5])[c:6]1[c:7]2[n:8]([n:9][c:10]([CH3:12])[cH:11]1)[c:13](-[c:17]1[c:18]([CH3:23])[n:19][c:20]([Br:22])[s:21]1)[c:14]([CH3:16])[n:15]2.[CH3:25][OH:26].[NH3:24]>>[CH2:1]([CH3:2])[CH:3]([CH2:4][CH3:5])[c:6]1[c:7]2[n:8]([n:9][c:10]([CH3:12])[cH:11]1)[c:13](-[c:17]1[c:18]([CH3:23])[n:19][c:20]([NH2:24])[s:21]1)[c:14]([CH3:16])[n:15]2. The product is CCC(CC)c1cc(C)nn2c(-c3sc(N)nc3C)c(C)nc12. Starting materials: CCC(CC)c1cc(C)nn2c(-c3sc(Br)nc3C)c(C)nc12, CO, N. The reactants are O=C(Nc1cnc(OCCC2CCCCO2)cn1)OCc1ccccc1, CO, [H][H], C1CCOC1. Product: Nc1cnc(OCCC2CCCCO2)cn1. Reaction SMILES: [CH2:1]([O:2][C:3](=[O:4])[NH:10][c:11]1[n:12][cH:13][c:14]([O:17][CH2:18][CH2:19][CH:20]2[O:21][CH2:22][CH2:23][CH2:24][CH2:25]2)[n:15][cH:16]1)[c:5]1[cH:6][cH:7][cH:8][cH:9][cH:26]1.[CH3:34][OH:35].[H:27][H:28].[O:29]1[CH2:30][CH2:31][CH2:32][CH2:33]1>>[NH2:10][c:11]1[n:12][cH:13][c:14]([O:17][CH2:18][CH2:19][CH:20]2[O:21][CH2:22][CH2:23][CH2:24][CH2:25]2)[n:15][cH:16]1. Starting materials: ice, C(C)OC(=O)NC1=C(C=CC(=C1)C(F)(F)F)NC1=C(C=CC(=C1)C(F)(F)F)OC (N-(2-ethoxycarbonylamino-4-trifluoromethylphenyl)-2-methoxy-5-trifluoromethylaniline), C(C)O (ethanol), O (water), [Na] (sodium). Reaction conditions: temperature 70 celsius, time 4 hour. Yields the product COC1=C(C=C(C=C1)C(F)(F)F)N1C(NC2=C1C=CC(=C2)C(F)(F)F)=O (1-(2-Methoxy-5-trifluoromethylphenyl)-5-trifluoromethyl-1,3-dihydro-2H-benzimidazol-2-one). As a reaction SMILES: C(O[C:4]([NH:6][C:7]1[CH:12]=[C:11]([C:13]([F:16])([F:15])[F:14])[CH:10]=[CH:9][C:8]=1[NH:17][C:18]1[CH:23]=[C:22]([C:24]([F:27])([F:26])[F:25])[CH:21]=[CH:20][C:19]=1OC)=[O:5])C.[Na].[OH2:31].[CH2:32](O)C>>[CH3:32][O:31][C:19]1[CH:20]=[CH:21][C:22]([C:24]([F:26])([F:25])[F:27])=[CH:23][C:18]=1[N:17]1[C:8]2[CH:9]=[CH:10][C:11]([C:13]([F:16])([F:14])[F:15])=[CH:12][C:7]=2[NH:6][C:4]1=[O:5] |^1:29|. Reported procedure: To an ice cooled suspension of N-(2-ethoxycarbonylamino-4-trifluoromethylphenyl)-2-methoxy-5-trifluoromethylaniline (140 mmol, 59 g) in 200 ml absolute ethanol is added sodium (174 mmol, 4 g) and the mixture is stirred at 70° C. for four hours. When the reaction is completed the reaction mixture is poured into water which is acidified and the title compound is collected by filtration as white crystals, M.p. 226° C. Reactants: O=C([O-])[O-], CCc1nc2cc3c(cc2[n+]([O-])n1)CC(CN1CCOCC1)C3, ClCCl, O=C(OC(=O)C(F)(F)F)C(F)(F)F, O=C(O)C(F)(F)F, [Na+], [Na+], OO. The product is CCc1n[n+]([O-])c2cc3c(cc2[n+]1[O-])CC(CN1CCOCC1)C3. Reaction SMILES: [C:46](=[O:47])([O-:48])[O-:49].[CH2:3]([CH3:4])[c:5]1[n:6][n+:7]([O-:25])[c:8]2[c:9]([n:10]1)[cH:11][c:12]1[c:16]([cH:17]2)[CH2:15][CH:14]([CH2:18][N:19]2[CH2:20][CH2:21][O:22][CH2:23][CH2:24]2)[CH2:13]1.[Cl:52][CH2:53][Cl:54].[F:26][C:27]([F:28])([F:30])[C:31](=[O:29])[O:32][C:33](=[O:34])[C:35]([F:36])([F:37])[F:38].[F:39][C:40]([F:41])([F:42])[C:43]([OH:44])=[O:45].[Na+:50].[Na+:51].[OH:1][OH:2]>>[CH2:3]([CH3:4])[c:5]1[n:6][n+:7]([O-:25])[c:8]2[c:9]([n+:10]1[O-:29])[cH:11][c:12]1[c:16]([cH:17]2)[CH2:15][CH:14]([CH2:18][N:19]2[CH2:20][CH2:21][O:22][CH2:23][CH2:24]2)[CH2:13]1.